This data is from the Open Reaction Database (ORD), a public repository of structured organic reaction records. The task is: describe an organic reaction: reactants, conditions, products, and yield The reactants are [OH-].[K+] (potassium hydroxide), O1C(C(=O)OC2CCCCC2)C1C(=O)OC1CCCCC1 (dicyclohexyl epoxysuccinate), C(C)OCC (ethyl ether). The solvent is CO (methanol), C1(CCCCC1)O (cyclohexanol). Reaction conditions: time 2 hour. Yields the product O1C(C(=O)O)C1C(=O)O.C1(CCCCC1)[K] (cyclohexyl potassium epoxysuccinate). Reaction SMILES: [O:1]1[CH:12]([C:13]([O:15]C2CCCCC2)=[O:14])[CH:2]1[C:3]([O:5][CH:6]1[CH2:11][CH2:10][CH2:9][CH2:8][CH2:7]1)=[O:4].[OH-].[K+:23].C(OCC)C>C1(O)CCCCC1.CO>[O:1]1[CH:12]([C:13]([OH:15])=[O:14])[CH:2]1[C:3]([OH:5])=[O:4].[CH:6]1([K:23])[CH2:11][CH2:10][CH2:9][CH2:8][CH2:7]1 |f:1.2,6.7|. Reported procedure: To a solution of 2.5 g (0.0085 mole) of dicyclohexyl epoxysuccinate dissolved in 40 ml of cyclohexanol, a solution of 0.4 g of potassium hydroxide dissolved in 3 ml of methanol was added dropwise at room temperature. After the mixture had been stirred for 2 hours, to this, 300 ml of ethyl ether was added. Then, the mixture was allowed to stand overnight at about 5° C. The precipitate thus formed was filtered and recrystallized from ethanol-ether mixture to give cyclohexyl potassium epoxysuccinat... Reactants: C1(CC1)N(S(=O)(=O)C1=CC(=CC=C1)C(F)(F)F)C1CCN(CC1)C(C=CCCC)=O (N-cyclopropyl-N-(1-hex-2-enoyl-piperidin-4-yl)-3-trifluoromethyl-benzenesulfonamide), C(O)CN (ethanolamine). Product: C1(CC1)N(S(=O)(=O)C1=CC(=CC=C1)C(F)(F)F)C1CCN(CC1)C(CC(CCC)NCCO)=O (N-Cyclopropyl-N-{1-[3-(2-hydroxyethylamino)hexanoyl]piperidin-4-yl}-3-trifluoromethylbenzenesulfonamide). RXN SMILES: [CH:1]1([N:4]([CH:18]2[CH2:23][CH2:22][N:21]([C:24](=[O:30])[CH:25]=[CH:26][CH2:27][CH2:28][CH3:29])[CH2:20][CH2:19]2)[S:5]([C:8]2[CH:13]=[CH:12][CH:11]=[C:10]([C:14]([F:17])([F:16])[F:15])[CH:9]=2)(=[O:7])=[O:6])[CH2:3][CH2:2]1.[CH2:31]([CH2:33][NH2:34])[OH:32]>>[CH:1]1([N:4]([CH:18]2[CH2:23][CH2:22][N:21]([C:24](=[O:30])[CH2:25][CH:26]([NH:34][CH2:33][CH2:31][OH:32])[CH2:27][CH2:28][CH3:29])[CH2:20][CH2:19]2)[S:5]([C:8]2[CH:13]=[CH:12][CH:11]=[C:10]([C:14]([F:15])([F:16])[F:17])[CH:9]=2)(=[O:6])=[O:7])[CH2:3][CH2:2]1. Procedure: N-Cyclopropyl-N-{1-[3-(2-hydroxyethylamino)hexanoyl]piperidin-4-yl}-3-trifluoromethylbenzenesulfonamide (40) was prepared by reacting N-cyclopropyl-N-(1-hex-2-enoyl-piperidin-4-yl)-3-trifluoromethyl-benzenesulfonamide (250 mg, 0.56 mmol) and ethanolamine (2 mL) as described in Example 26 above. The reaction mixture was cooled and partitioned between ether (100 mL) and 1M sodium hydroxide solution (100 mL). The organic phase was separated, dried (MgSO4) and the solvent evaporated to dryness in va... Starting materials: C21H21Cl2N5O3, ClC1=C(C(=O)O)C=CC(=C1)C(=O)NC(C)C1=NC2=C(N1)C=CC(=C2)Cl (rac.-2-chloro-4-{N-[1-(5-chloro-1H-benzimidazol-2-yl)ethyl]aminocarbonyl}benzoic acid), ON1CCNCC1 (4-hydroxypiperazine), C(C)(C)N(CC)C(C)C (diisopropylethylamine), ClCl (chlorine). The solvent is CS(=O)C (DMSO). Yields the product ClC=1C=C(C(=O)NC(C)C2=NC3=C(N2)C=CC(=C3)Cl)C=CC1C(=O)N1CCN(CC1)O (rac.-3-chloro-N-[1-(5-chloro-1H-benzimidazol-2-yl)ethyl]-4-(4-hydroxypiperazin-1-ylcarbonyl)benzamide). RXN SMILES: [Cl:1][C:2]1[CH:10]=[C:9]([C:11]([NH:13][CH:14]([C:16]2[NH:20][C:19]3[CH:21]=[CH:22][C:23]([Cl:25])=[CH:24][C:18]=3[N:17]=2)[CH3:15])=[O:12])[CH:8]=[CH:7][C:3]=1[C:4](O)=[O:5].[OH:26][N:27]1[CH2:32][CH2:31][NH:30][CH2:29][CH2:28]1.C(N(C(C)C)CC)(C)C.ClCl>CS(C)=O>[Cl:1][C:2]1[CH:10]=[C:9]([CH:8]=[CH:7][C:3]=1[C:4]([N:30]1[CH2:31][CH2:32][N:27]([OH:26])[CH2:28][CH2:29]1)=[O:5])[C:11]([NH:13][CH:14]([C:16]1[NH:20][C:19]2[CH:21]=[CH:22][C:23]([Cl:25])=[CH:24][C:18]=2[N:17]=1)[CH3:15])=[O:12]. Reported procedure: Prepared analogously to Example 1d from rac.-2-chloro-4-{N-[1-(5-chloro-1H-benzimidazol-2-yl)ethyl]aminocarbonyl}benzoic acid, 4-hydroxypiperazine, PFTU, and diisopropylethylamine in DMSO at ambient temperature. HPLC-MS results: retention time: 3.80 minutes; C21H21Cl2N5O3 (462.34); mass spectrum: (M−H)−=461/463/465 (chlorine isotope).